This data is from the Open Reaction Database (ORD), a public repository of structured organic reaction records. The task is: describe an organic reaction: reactants, conditions, products, and yield Reactants: FC=1C=2N(C=CC1C(C)(C)O)C=CN2 (2-(8-Fluoroimidazo[1,2-α]pyridin-7-yl)propan-2-ol), BrC=1C=CC(=C(C1)C1=CC(=C(C=C1)C#N)Cl)F (5′-bromo-3-chloro-2′-fluorobiphenyl-4-carbonitrile). Reaction SMILES: [F:1][C:2]1[C:3]2[N:4]([CH:12]=[CH:13][N:14]=2)[CH:5]=[CH:6][C:7]=1[C:8]([OH:11])([CH3:10])[CH3:9].Br[C:16]1[CH:17]=[CH:18][C:19]([F:31])=[C:20]([C:22]2[CH:27]=[CH:26][C:25]([C:28]#[N:29])=[C:24]([Cl:30])[CH:23]=2)[CH:21]=1>>[Cl:30][C:24]1[CH:23]=[C:22]([C:20]2[CH:21]=[C:16]([C:12]3[N:4]4[CH:5]=[CH:6][C:7]([C:8]([OH:11])([CH3:10])[CH3:9])=[C:2]([F:1])[C:3]4=[N:14][CH:13]=3)[CH:17]=[CH:18][C:19]=2[F:31])[CH:27]=[CH:26][C:25]=1[C:28]#[N:29]. Reported procedure: 2-(8-Fluoroimidazo[1,2-α]pyridin-7-yl)propan-2-ol and 5′-bromo-3-chloro-2′-fluorobiphenyl-4-carbonitrile were coupled in the same way as in Example 6 to give 3-chloro-2′-fluoro-5′-[8-fluoro-7-(1-hydroxy-1-methylethyl)imidazo[1,2-α]pyridin-3-yl]biphenyl-4-carbonitrile as an off-white solid (20 mg, 7%): δH (400 MHz, d6-DMSO) 1.59 (6H, s), 7.33 (1H, t, J 7), 7.63 (1H, dd, J 11 and 9), 7.80-7.89 (2H, m), 7.96 (1H, dd, J 7 and 2), 8.03 (1H, s), 8.11-8.14 (2H, m), 8.53 (1H, d, J 7); m/z (ES+) 424 [MH+... Yields the product ClC=1C=C(C=CC1C#N)C1=C(C=CC(=C1)C1=CN=C2N1C=CC(=C2F)C(C)(C)O)F (3-chloro-2′-fluoro-5′-[8-fluoro-7-(1-hydroxy-1-methylethyl)imidazo[1,2-α]pyridin-3-yl]biphenyl-4-carbonitrile). Isolated yield 7.0%. Starting materials: Cc1c[nH]cn1, CC(C)O, COc1ccc2c(Cl)nc(C#N)c(Cl)c2c1. The product is COc1ccc2c(-n3cnc(C)c3)nc(C#N)c(Cl)c2c1. Reaction SMILES: [CH3:17][c:18]1[n:19][cH:20][nH:21][cH:22]1.[CH:23]([OH:24])([CH3:25])[CH3:26].[Cl:1][c:2]1[n:3][c:4]([C:15]#[N:16])[c:5]([Cl:14])[c:6]2[cH:7][c:8]([O:12][CH3:13])[cH:9][cH:10][c:11]12>>[c:2]1(-[n:21]2[cH:20][n:19][c:18]([CH3:17])[cH:22]2)[n:3][c:4]([C:15]#[N:16])[c:5]([Cl:14])[c:6]2[cH:7][c:8]([O:12][CH3:13])[cH:9][cH:10][c:11]12. Starting materials: amide, NCC1CCC2=C(C3=CC=C(C=C3N=C2C1)Cl)N (3-Aminomethyl-6-chloro-1,2,3,4-tetrahydroacridin-9-ylamine), C1CSS[C@@H]1CC(=O)O (Trisnorlipoic acid), S1SC(CC1)CC(=O)O ([1,2]dithiolan-3-yl-acetic acid), S1SC(CC1)CC(=O)O (2-(1,2-dithiolan-3-yl)acetic acid), Cl.CN(CCCN=C=NCC)C (1-(3-dimethylaminopropyl)-3-ethylcarbodiimide hydrochloride). The solvent is CN(C)C=O (DMF). Reaction conditions: temperature 0 celsius, time 15 minute. Yields the product NC=1C2=CC=C(C=C2N=C2CC(CCC12)CNC(CC1SSCC1)=O)Cl (N-(9-Amino-6-chloro-1,2,3,4-tetrahydro-acridin-3-yl-methyl)-2-[1,2]dithiolan-3-yl-acetamide). Yield: 40.0%. Reaction SMILES: [NH2:1][CH2:2][CH:3]1[CH2:16][C:15]2[C:6](=[C:7]([NH2:18])[C:8]3[C:13]([N:14]=2)=[CH:12][C:11]([Cl:17])=[CH:10][CH:9]=3)[CH2:5][CH2:4]1.[S:19]1[CH2:23][CH2:22][CH:21]([CH2:24][C:25](O)=[O:26])[S:20]1.C1[C@@H](CC(O)=O)SSC1.Cl.CN(C)CCCN=C=NCC>CN(C=O)C>[NH2:18][C:7]1[C:8]2[C:13]([N:14]=[C:15]3[C:6]=1[CH2:5][CH2:4][CH:3]([CH2:2][NH:1][C:25](=[O:26])[CH2:24][CH:21]1[CH2:22][CH2:23][S:19][S:20]1)[CH2:16]3)=[CH:12][C:11]([Cl:17])=[CH:10][CH:9]=2 |f:3.4|. Procedure details: A solution of 16 (140 mg, 0.53 mmol) and [1,2]dithiolan-3-yl-acetic acid (Chen, Yaun-Shek and Lawton, Richard G. An efficient synthetic route to 2-(1,2-dithiolan-3-yl)acetic acid. Trisnorlipoic acid and amide derivatives. Tetrahedron Letters 1997, 38, 5785-5788) (90 mg, 0.55 mmol) in anhydrous DMF (5 mL), under N2, was cooled to 0° C. and then additioned with 1-(3-dimethylaminopropyl)-3-ethylcarbodiimide hydrochloride (EDCI) (113 mg, 0.59 mmol); the reaction mixture was stirred at 0° C. for 15 m...